From a dataset of the Open Reaction Database (ORD), a public repository of structured organic reaction records. describe an organic reaction: reactants, conditions, products, and yield Reactants: C1COCCN1, ClCCl, COc1cc2ncnc(Cl)c2cc1OCCCCl, CN(C)C=O, O. Product: COc1cc2ncnc(Cl)c2cc1OCCCN1CCOCC1. RXN SMILES: [CH2:24]1[CH2:25][O:26][CH2:27][CH2:28][NH:29]1.[CH2:30]([Cl:31])[Cl:32].[Cl:6][CH2:7][CH2:8][CH2:9][O:10][c:11]1[cH:12][c:13]2[c:14]([Cl:23])[n:15][cH:16][n:17][c:18]2[cH:19][c:20]1[O:21][CH3:22].[O:1]=[CH:2][N:3]([CH3:4])[CH3:5].[OH2:33]>>[CH2:7]([CH2:8][CH2:9][O:10][c:11]1[cH:12][c:13]2[c:14]([Cl:23])[n:15][cH:16][n:17][c:18]2[cH:19][c:20]1[O:21][CH3:22])[N:29]1[CH2:24][CH2:25][O:26][CH2:27][CH2:28]1.